Dataset: the Open Reaction Database (ORD), a public repository of structured organic reaction records. Task: describe an organic reaction: reactants, conditions, products, and yield Reactants: Cl.O1CCOCC1 (hydrochloric acid dioxane), tert-butyl ester, NCCNC1=NC=C(C(=N1)NC=1C=C(C(=O)O)C=CC1)C(N)=O (3-[2-(2-aminoethylamino)-5-carbamoylpyrimidin-4-ylamino]benzoic acid), CO (methanol). Run in O (water). Conditions: temperature 80 celsius, time 1 hour. Yields the product Cl.Cl.NCCNC1=NC=C(C(=N1)NC=1C=C(C(=O)O)C=CC1)C(N)=O (3-[2-(2-aminoethylamino)-5-carbamoylpyrimidin-4-ylamino]benzoic acid dihydrochloride). RXN SMILES: [ClH:1].O1CCOCC1.[NH2:8][CH2:9][CH2:10][NH:11][C:12]1[N:17]=[C:16]([NH:18][C:19]2[CH:20]=[C:21]([CH:25]=[CH:26][CH:27]=2)[C:22]([OH:24])=[O:23])[C:15]([C:28](=[O:30])[NH2:29])=[CH:14][N:13]=1.CO>O>[ClH:1].[ClH:1].[NH2:8][CH2:9][CH2:10][NH:11][C:12]1[N:17]=[C:16]([NH:18][C:19]2[CH:20]=[C:21]([CH:25]=[CH:26][CH:27]=2)[C:22]([OH:24])=[O:23])[C:15]([C:28](=[O:30])[NH2:29])=[CH:14][N:13]=1 |f:0.1,5.6.7|. Procedure: A 12 ml portion of 4 M hydrochloric acid-dioxane solution was added to a mixture of 580 mg of tert-butyl ester of 3-[2-(2-aminoethylamino)-5-carbamoylpyrimidin-4-ylamino]benzoic acid with 6 ml of methanol and 6 ml of water and stirred at 80° C. for 1 hour. The organic solvent was evaporated from the reaction mixture under a reduced pressure, and the thus formed precipitate was collected by filtration. After adding methanol and water, the mixture was heated. The insoluble matter was removed by fi...